This data is from the Open Reaction Database (ORD), a public repository of structured organic reaction records. The task is: describe an organic reaction: reactants, conditions, products, and yield The reactants are P(=O)(Cl)(Cl)Cl (Phosphorous oxychloride), CN(C=O)C (dimethylformamide), C(C1=CC=CC=C1)OC1=CC=C(C=C1)N1C(=CC2=CC=CC=C12)C (1-(4-benzyloxyphenyl)-2-methyl-1H-indole), CN(C=O)C (dimethylformamide), [OH-].[Na+] (NaOH). Conditions: time 15 minute. Yields the product C(C1=CC=CC=C1)OC1=CC=C(C=C1)N1C(=C(C2=CC=CC=C12)C=O)C (1-(4-benzyloxyphenyl)-2-methyl-1H-indole-3-carbaldehyde). RXN SMILES: P(Cl)(Cl)(Cl)=O.[CH2:6]([O:13][C:14]1[CH:19]=[CH:18][C:17]([N:20]2[C:28]3[C:23](=[CH:24][CH:25]=[CH:26][CH:27]=3)[CH:22]=[C:21]2[CH3:29])=[CH:16][CH:15]=1)[C:7]1[CH:12]=[CH:11][CH:10]=[CH:9][CH:8]=1.[OH-].[Na+].CN(C)[CH:34]=[O:35]>>[CH2:6]([O:13][C:14]1[CH:19]=[CH:18][C:17]([N:20]2[C:28]3[C:23](=[CH:24][CH:25]=[CH:26][CH:27]=3)[C:22]([CH:34]=[O:35])=[C:21]2[CH3:29])=[CH:16][CH:15]=1)[C:7]1[CH:8]=[CH:9][CH:10]=[CH:11][CH:12]=1 |f:2.3|. Reported procedure: Phosphorous oxychloride (3 mL) was added to anhydrous dimethylformamide (6 mL) and the mixture was stirred at room temperature for 15 min. A mixture of 1-(4-benzyloxyphenyl)-2-methyl-1H-indole (0.94 g, 3 mmol) in dimethylformamide (10 mL) was added and the mixture heated to 80° C. for 18 hr. The reaction mixture was poured onto ice and adjusted to a pH of 7 by the addition of 2 N NaOH. The mixture was extracted with ethyl acetate (2×100 mL). The organic layer washed with water and brine and drie...